From a dataset of the Open Reaction Database (ORD), a public repository of structured organic reaction records. describe an organic reaction: reactants, conditions, products, and yield Reactants: OC=1C=C(C=CC1)C=1N=C(C2=C(N1)C=CS2)C2=CC(=NC=C2)C#N (4-[2-(3-hydroxy-phenyl)-thieno[3,2-d]pyrimidin-4-yl]-pyridine-2-carbonitrile), [OH-].[Na+] (sodium hydroxide), OO (hydrogen peroxide). The solvent is CO (methanol). Conditions: time 8 hour. Product: OC=1C=C(C=CC1)C=1N=C(C2=C(N1)C=CS2)C2=CC(=NC=C2)C(=O)N (4-[2-(3-Hydroxy-phenyl)-thieno[3,2-d]pyrimidin-4-yl]-pyridine-2-carboxylic acid amide). As a reaction SMILES: [OH:1][C:2]1[CH:3]=[C:4]([C:8]2[N:9]=[C:10]([C:17]3[CH:22]=[CH:21][N:20]=[C:19]([C:23]#[N:24])[CH:18]=3)[C:11]3[S:16][CH:15]=[CH:14][C:12]=3[N:13]=2)[CH:5]=[CH:6][CH:7]=1.[OH-:25].[Na+].OO>CO>[OH:1][C:2]1[CH:3]=[C:4]([C:8]2[N:9]=[C:10]([C:17]3[CH:22]=[CH:21][N:20]=[C:19]([C:23]([NH2:24])=[O:25])[CH:18]=3)[C:11]3[S:16][CH:15]=[CH:14][C:12]=3[N:13]=2)[CH:5]=[CH:6][CH:7]=1 |f:1.2|. Procedure: A mixture of 4-[2-(3-hydroxy-phenyl)-thieno[3,2-d]pyrimidin-4-yl]-pyridine-2-carbonitrile, (48 mg), sodium hydroxide (1M, 0.3 mL) and aqueous hydrogen peroxide (30%, 0.1 mL) was stirred in methanol (3 mL) at room temperature. After stirring overnight, the reaction mixture was concentrated in vacuo, neutralised with HCl (2M), and diluted with water, yielding a precipitate. This was collected by filtration and purified using flash chromatography to yield the title compound (29 mg). Reactants: C(C)(=O)O[BH-](OC(C)=O)OC(C)=O.[Na+] (sodium triacetoxyborohydride), COC(CNC[C@H]([C@H](CC)C)NC(=O)OC(C)(C)C)=O (N-[2(S)-(t-Butoxycarbonylamino)-3(S)-methylpentyl]glycine methyl ester), C1(=CC=CC2=CC=CC=C12)C=O (1-naphthaldehyde), 3A. Run in ClCCCl (1,2-dichloroethane). Reaction conditions: time 16 hour. The product is COC(CN(CC1=CC=CC2=CC=CC=C12)C[C@H]([C@H](CC)C)NC(=O)OC(C)(C)C)=O (N-[2(S)-(t-Butoxycarbonylamino)-3(S)-methylpentyl]-N-(1-naphthylmethyl)glycine methyl ester). Reaction SMILES: [CH3:1][O:2][C:3](=[O:20])[CH2:4][NH:5][CH2:6][C@@H:7]([NH:12][C:13]([O:15][C:16]([CH3:19])([CH3:18])[CH3:17])=[O:14])[C@@H:8]([CH3:11])[CH2:9][CH3:10].[C:21]1([CH:31]=O)[C:30]2[C:25](=[CH:26][CH:27]=[CH:28][CH:29]=2)[CH:24]=[CH:23][CH:22]=1.C(O[BH-](OC(=O)C)OC(=O)C)(=O)C.[Na+]>ClCCCl>[CH3:1][O:2][C:3](=[O:20])[CH2:4][N:5]([CH2:6][C@@H:7]([NH:12][C:13]([O:15][C:16]([CH3:18])([CH3:17])[CH3:19])=[O:14])[C@@H:8]([CH3:11])[CH2:9][CH3:10])[CH2:31][C:21]1[C:30]2[C:25](=[CH:26][CH:27]=[CH:28][CH:29]=2)[CH:24]=[CH:23][CH:22]=1 |f:2.3|. Procedure details: N-[2(S)-(t-Butoxycarbonylamino)-3(S)-methylpentyl]glycine methyl ester (2.00 g, 6.97 mmol) was dissolved in 1,2-dichloroethane (56 ml) and 3A molecular sieves were added followed by 1-naphthaldehyde (1.89 ml, 13.9 mmol) and sodium triacetoxyborohydride (665 g, 31.4 mmol). The mixture was stirred at ambient temperature for 16 h, and filtered through glass fiber paper and concentrated. The residue was partitioned between EtOAc and sat. NaHCO3 (100 ml/25 ml). The aqueous layer was extracted with Et... Reactants: NC=1C=C(C(=O)OCC)C=CN1 (ethyl 2-aminoisonicotinate), C(C1=CC=CC=C1)(=O)Cl (benzoyl chloride). Solvent: N1=CC=CC=C1 (pyridine). Run at time 18 hour. Product: C(C1=CC=CC=C1)(=O)NC=1C=C(C(=O)OCC)C=CN1 (ethyl 2-benzamidoisonicotinate). The yield is 83.0%. Reaction SMILES: [NH2:1][C:2]1[CH:3]=[C:4]([CH:10]=[CH:11][N:12]=1)[C:5]([O:7][CH2:8][CH3:9])=[O:6].[C:13](Cl)(=[O:20])[C:14]1[CH:19]=[CH:18][CH:17]=[CH:16][CH:15]=1>N1C=CC=CC=1>[C:13]([NH:1][C:2]1[CH:3]=[C:4]([CH:10]=[CH:11][N:12]=1)[C:5]([O:7][CH2:8][CH3:9])=[O:6])(=[O:20])[C:14]1[CH:19]=[CH:18][CH:17]=[CH:16][CH:15]=1. Procedure: To a solution of ethyl 2-aminoisonicotinate (1.00 g, 6.02 mmol) in anhydrous pyridine (13 mL) was added benzoyl chloride (0.77 mL, 6.63 mmol) dropwise at 0° C. under nitrogen atmosphere. The resulting solution was warmed to ambient temperature, stirred for 18 hours and concentrated in vacuo. The residue was dissolved in ethyl acetate (75 mL), washed with 2 M aqueous hydrochloric acid solution (20 mL) and saturated aqueous sodium bicarbonate solution (20 mL). The organic solution was dried over a...